Task: describe an organic reaction: reactants, conditions, products, and yield. Dataset: the Open Reaction Database (ORD), a public repository of structured organic reaction records Reactants: COC=1C=2N(C=C(C1)C=1C=NN(C1)C)N=CC2C=2C=NNC2 (4-Methoxy-6-(1-methyl-1H-pyrazol-4-yl)-3-(1H-pyrazol-4-yl)-pyrazolo[1,5-a]pyridine), ClCC1=NC=CC=C1 (2-(chloromethyl)pyridine), [H-].[Na+] (NaH). The solvent is O1CCCC1 (tetrahydrofuran), O1CCCC1 (tetrahydrofuran), O1CCCC1 (tetrahydrofuran). Reaction conditions: time 15 minute. Product: COC=1C=2N(C=C(C1)C=1C=NN(C1)C)N=CC2C=2C=NN(C2)CC2=NC=CC=C2 (4-Methoxy-6-(1-methyl-1H-pyrazol-4-yl)-3-(1-pyridin-2-ylmethyl-1H-pyrazol-4-yl)-pyrazolo[1,5-a]pyridine). Reaction SMILES: [H-].[Na+].[CH3:3][O:4][C:5]1[C:6]2[N:7]([N:17]=[CH:18][C:19]=2[C:20]2[CH:21]=[N:22][NH:23][CH:24]=2)[CH:8]=[C:9]([C:11]2[CH:12]=[N:13][N:14]([CH3:16])[CH:15]=2)[CH:10]=1.Cl[CH2:26][C:27]1[CH:32]=[CH:31][CH:30]=[CH:29][N:28]=1>O1CCCC1>[CH3:3][O:4][C:5]1[C:6]2[N:7]([N:17]=[CH:18][C:19]=2[C:20]2[CH:21]=[N:22][N:23]([CH2:26][C:27]3[CH:32]=[CH:31][CH:30]=[CH:29][N:28]=3)[CH:24]=2)[CH:8]=[C:9]([C:11]2[CH:12]=[N:13][N:14]([CH3:16])[CH:15]=2)[CH:10]=1 |f:0.1|. Procedure details: To a stirred suspension of NaH (60% dispersion in mineral oil, 0.004 g, 0.1 mmol) in tetrahydrofuran (2.0 mL) was added a solution of 4-Methoxy-6-(1-methyl-1H-pyrazol-4-yl)-3-(1H-pyrazol-4-yl)-pyrazolo[1,5-a]pyridine (15 mg, 0.05 mmol) in tetrahydrofuran (1.0 mL) at 0° C. The resultant slurry was then stirred at ambient temperature for 15 min followed by the addition of 2-(chloromethyl)pyridine (0.007 g, 0.055 mmol) in tetrahydrofuran (1.0 mL). The reaction mixture was heated to 60° C. After 8 h... Reactants: ClC=1C(=NC=CN1)CNC(=O)C1C=2C=NN(C2CCC1)C (N-((3-chloropyrazin-2-yl)methyl)-1-methyl-4,5,6,7-tetrahydro-1H-indazole-4-carboxamide), O=P(Cl)(Cl)Cl (POCl3), ice water, CN(C)C=O (DMF). Run in CC#N (MeCN). Run at temperature 60 celsius, time 4 hour. The product is ClC=1C=2N(C=CN1)C(=NC2)C2C=1C=NN(C1CCC2)C (8-chloro-3-(1-methyl-4,5,6,7-tetrahydro-1H-indazol-4-yl)imidazo[1,5-a]pyrazine). Yield: 70.9%. RXN SMILES: [Cl:1][C:2]1[C:3]([CH2:8][NH:9][C:10]([CH:12]2[CH2:20][CH2:19][CH2:18][C:17]3[N:16]([CH3:21])[N:15]=[CH:14][C:13]2=3)=O)=[N:4][CH:5]=[CH:6][N:7]=1.O=P(Cl)(Cl)Cl.CN(C=O)C>CC#N>[Cl:1][C:2]1[C:3]2[N:4]([C:10]([CH:12]3[CH2:20][CH2:19][CH2:18][C:17]4[N:16]([CH3:21])[N:15]=[CH:14][C:13]3=4)=[N:9][CH:8]=2)[CH:5]=[CH:6][N:7]=1. Procedure: To a solution of N-((3-chloropyrazin-2-yl)methyl)-1-methyl-4,5,6,7-tetrahydro-1H-indazole-4-carboxamide (1.5 g, 4.9 mmol) in MeCN (50 mL) was added POCl3 (1.2 g, 7.9 mmol) dropwise and DMF (0.1 mL). The mixture was stirred at 60° C. for 4 hours. After cooling, the mixture was poured into ice-water and extracted with EA three times. The EA layer was washed with brine and dried over Na2SO4. The solvent was removed and the residue was purified by column chromatography on silica gel (DCM/methanol=40...